Dataset: the Open Reaction Database (ORD), a public repository of structured organic reaction records. Task: describe an organic reaction: reactants, conditions, products, and yield Reactants: C(C)C(C(=O)OC(C)C)(O)CC(=O)OC(C)C (diisopropyl ethylmalate), [OH-].[K+] (potassium hydroxide). Run in O1CCOCC1 (dioxane). Product: COC(C(O)(CC(=O)O)CC)=O (Ethylmalic acid monomethyl ester). As a reaction SMILES: [CH2:1]([C:3]([CH2:11][C:12]([O:14]C(C)C)=[O:13])([OH:10])[C:4]([O:6][CH:7](C)C)=[O:5])[CH3:2].[OH-].[K+]>O1CCOCC1>[CH3:7][O:6][C:4](=[O:5])[C:3]([CH2:1][CH3:2])([CH2:11][C:12]([OH:14])=[O:13])[OH:10] |f:1.2|. Procedure details: The diisopropyl ethylmalate (diastereoisomeric mixture) prepared as described above is saponified in aqueous dioxane with potassium hydroxide at the reflux temperature. The diacid is recovered by passing the cooled reaction mixture over Dowex resin (sulfonic acid form) and evaporating the eluate. The reactants are CC(Cc1ccc(F)c(F)c1)C(=O)O, O. Product: CC1Cc2cc(F)c(F)cc2C1=O. Reaction SMILES: [F:1][c:2]1[cH:3][c:4]([CH2:5][CH:6]([C:7](=[O:8])[OH:9])[CH3:10])[cH:11][cH:12][c:13]1[F:14].[OH2:15]>>[F:1][c:2]1[cH:3][c:4]2[c:11]([cH:12][c:13]1[F:14])[C:7](=[O:9])[CH:6]([CH3:10])[CH2:5]2. Reactants: ClC1=NC=CC2=C1C=C(N2)C(=O)OC (methyl 4-chloro-1H-pyrrolo[3,2-c]pyridine-2-carboxylate), [H-].[Na+] (NaH), ClCC1=NOC(=N1)C1=CC=CC=C1 (3-(chloromethyl)-5-phenyl-1,2,4-oxadiazole). Solvent: CN(C)C=O (DMF), [NH4+].[Cl-] (NH4Cl). The product is SiO2, ClC1=NC=CC2=C1C=C(N2CC2=NOC(=N2)C2=CC=CC=C2)C(=O)OC (Methyl 4-chloro-1-[(5-phenyl-1,2,4-oxadiazol-3-yl)methyl]-1H-pyrrolo[3,2-c]pyridine-2-carboxylate). Isolated yield 63.2%. Reaction SMILES: [Cl:1][C:2]1[C:7]2[CH:8]=[C:9]([C:11]([O:13][CH3:14])=[O:12])[NH:10][C:6]=2[CH:5]=[CH:4][N:3]=1.[H-].[Na+].Cl[CH2:18][C:19]1[N:23]=[C:22]([C:24]2[CH:29]=[CH:28][CH:27]=[CH:26][CH:25]=2)[O:21][N:20]=1>CN(C=O)C.[NH4+].[Cl-]>[Cl:1][C:2]1[C:7]2[CH:8]=[C:9]([C:11]([O:13][CH3:14])=[O:12])[N:10]([CH2:18][C:19]3[N:23]=[C:22]([C:24]4[CH:25]=[CH:26][CH:27]=[CH:28][CH:29]=4)[O:21][N:20]=3)[C:6]=2[CH:5]=[CH:4][N:3]=1 |f:1.2,5.6|. Procedure details: To a solution of methyl 4-chloro-1H-pyrrolo[3,2-c]pyridine-2-carboxylate (500 mg, 2.374 mmole) in DMF (10 mL) was added NaH (60% dispersion in mineral oil, 123 mg, 3.09 mmole) portionwise at RT. After 30 min 3-(chloromethyl)-5-phenyl-1,2,4-oxadiazole (601 mg, 3.09 mmole) was added all at once as a solid. After 6 hr the mixture was diluted with saturated aqueous NH4Cl and extracted with EtOAc (3×). The combined organic layers were dried (MgSO4), filtered, and concentrated. Flash column chromatogr... Reactants: [NH4+].[Cl-] (NH4Cl), C(C1=CC=CC=C1)N1CC(C(CC1)C(=O)OC)C1=CC(=CC(=C1)C)Br (methyl 1-benzyl-3-(3-bromo5-methyl-phenyl)piperidine-4-carboxylate), polyphosphoric acid. Solvent: O (H2O). Reaction conditions: temperature 180 celsius. Product: C(C1=CC=CC=C1)N1CC[C@H]2C(C3=C(C=C(C=C3[C@H]2C1)Br)C)=O (cis-3-Benzyl-6-bromo-8-methyl-1,2,3,4,4a,9a-hexahydro-3-aza-fluoren-9-one). Isolated yield 6.9%. Reaction SMILES: [CH2:1]([N:8]1[CH2:13][CH2:12][CH:11]([C:14]([O:16]C)=O)[CH:10]([C:18]2[CH:23]=[C:22]([CH3:24])[CH:21]=[C:20]([Br:25])[CH:19]=2)[CH2:9]1)[C:2]1[CH:7]=[CH:6][CH:5]=[CH:4][CH:3]=1.[NH4+].[Cl-]>O>[CH2:1]([N:8]1[CH2:9][C@H:10]2[C@H:11]([C:14](=[O:16])[C:23]3[C:18]2=[CH:19][C:20]([Br:25])=[CH:21][C:22]=3[CH3:24])[CH2:12][CH2:13]1)[C:2]1[CH:3]=[CH:4][CH:5]=[CH:6][CH:7]=1 |f:1.2|. Procedure: A mixture of methyl 1-benzyl-3-(3-bromo-5-methyl-phenyl)piperidine-4-carboxylate (12.2 g, 30.3 mmol) from step B and polyphosphoric acid (124 g) was heated at 180° C. for 3 h then cooled to 0.20° C. To the reaction mixture H2O and saturated NH4Cl aqueous solution were added, successively then extracted with EtOAc. The combined organic solution was dried over MgSO4, filtered and concentrated in vacuo. The residue was chromatographed in silica gel column (Hex/EtOAc 9/1) to obtain the title compoun... Starting materials: C=1C=CC2=C(C1)C(=O)C=CC2=O (naphthoquinone), C1(C=2C(C(=O)O1)=CC=CC2)=O (phthalic anhydride). Yields the product C1=CC=CC2=CC=CC=C12 (naphthalene), C=1C=CC2=C(C1)C(=O)C=CC2=O (naphthoquinone), C1(\C=C/C(=O)O1)=O (maleic anhydride), polybutadiene. As a reaction SMILES: [CH:1]1[CH:2]=[CH:3][C:4]2[C:11](=[O:12])[CH:10]=[CH:9][C:7](=[O:8])[C:5]=2[CH:6]=1.[C:13]1(=[O:23])[O:18][C:16](=[O:17])[C:15]2=CC=CC=[C:14]12>>[CH:6]1[C:5]2[C:4](=[CH:11][CH:10]=[CH:9][CH:7]=2)[CH:3]=[CH:2][CH:1]=1.[CH:2]1[CH:1]=[CH:6][C:5]2[C:7](=[O:8])[CH:9]=[CH:10][C:11](=[O:12])[C:4]=2[CH:3]=1.[C:16]1(=[O:17])[O:18][C:13](=[O:23])[CH:14]=[CH:15]1. Procedure: By the process according to the present invention it has surprisingly been possible to obtain a colorless, pure phthalic anhydride with a melting point of 131.2° C., a naphthoquinone content of less than 1 ppm, and a color value of less than 10 APHA. These surprising results have been obtained by heating crude phthalic anhydride produced from naphthalene containing 0.7-0.8% by weight of naphthoquinone and 0.04% by weight of maleic anhydride, for 20 hours with, for example, 0.2% by weight of comm... RXN SMILES: [CH3:1][O:2][CH2:3][CH2:4][CH2:5][NH:6][C:7]1[CH:14]=[CH:13][CH:12]=[C:11]([N+:15]([O-])=O)[C:8]=1[C:9]#[N:10].C1CCCCC=1>CCO.[Pd]>[NH2:15][C:11]1[CH:12]=[CH:13][CH:14]=[C:7]([NH:6][CH2:5][CH2:4][CH2:3][O:2][CH3:1])[C:8]=1[C:9]#[N:10]. Starting materials: COCCCNC1=C(C#N)C(=CC=C1)[N+](=O)[O-] (2-(3-methoxypropylamino)-6-nitrobenzonitrile), C1=CCCCC1 (cyclohexene). Run in CCO (EtOH). Product: NC1=C(C#N)C(=CC=C1)NCCCOC (2-amino-6-(3-methoxypropylamino)benzonitrile). Conditions: temperature 100 celsius. The reagents and catalysts are [Pd] (Pd/C). Procedure details: To a solution of 2-(3-methoxypropylamino)-6-nitrobenzonitrile (Example 258c) (0.58 g, 2.48 mmol) in EtOH (20 mL) was added cyclohexene (1.26 mL, 12.4 mmol). Then 10% Pd/C (1.32 g) was added, and the reaction mixture was refluxed at 100° C. for 20 minutes, cooled to room temperature, filtered through Celite which was washed with EtOH (3×20 mL), and evaporated to give 2-amino-6-(3-methoxypropylamino)benzonitrile (0.43 g, 84%) as a colorless oil. 1H NMR (400 MHz, DMSO-d6) δ 1.71-1.77 (m, 2H), 3.10 ... Isolated yield 84.5%. The reactants are FC(C(=O)O)(F)F (Trifluoroacetic acid), C1(=CC=CC=C1)C(N1C(SC(C1=O)(S(=O)(=O)C1=CC=C(C=C1)C)CC#CC1=CC=C(C=C1)Cl)=O)(C1=CC=CC=C1)C1=CC=CC=C1 (N-(Triphenylmethyl)-5-[3-(4-chlorophenyl)-prop-2-ynyl]-5-(toluene-4-sulfonyl)-thiazolidine-2,4-dione), O (water). Solvent: C(Cl)Cl (CH2Cl2). Reaction conditions: time 1 hour. The product is ClC1=CC=C(C=C1)C#CCC1(C(NC(S1)=O)=O)S(=O)(=O)C1=CC=C(C=C1)C (5-[3-(4-Chlorophenyl)-prop-2-ynyl]-5-(toluene-4-sulfonyl)-thiazolidine-2,4-dione). Isolated yield 63.8%. As a reaction SMILES: FC(F)(F)C(O)=O.C1(C(C2C=CC=CC=2)(C2C=CC=CC=2)[N:15]2[C:19](=[O:20])[C:18]([CH2:31][C:32]#[C:33][C:34]3[CH:39]=[CH:38][C:37]([Cl:40])=[CH:36][CH:35]=3)([S:21]([C:24]3[CH:29]=[CH:28][C:27]([CH3:30])=[CH:26][CH:25]=3)(=[O:23])=[O:22])[S:17][C:16]2=[O:41])C=CC=CC=1.O>C(Cl)Cl>[Cl:40][C:37]1[CH:38]=[CH:39][C:34]([C:33]#[C:32][CH2:31][C:18]2([S:21]([C:24]3[CH:25]=[CH:26][C:27]([CH3:30])=[CH:28][CH:29]=3)(=[O:22])=[O:23])[S:17][C:16](=[O:41])[NH:15][C:19]2=[O:20])=[CH:35][CH:36]=1. Reported procedure: Trifluoroacetic acid (0.32 mL, 4.07 mmol) was added to a room temperature, stirred suspension of N-(triphenylmethyl)-5-[3-(4-chlorophenyl)-prop-2-ynyl]-5-(toluene-4-sulfonyl)-thiazolidine-2,4-dione [(X), from Example 35, 1.29 g, 1.94 mmol] in CH2Cl2 (2 mL). Dissolution occurred immediately. After 1 h, the reaction mixture was added to water (200 mL) and extracted with ethyl acetate (200 mL). The ethyl acetate phase was washed with water and brine and then concentrated. The crude product was puri... The reactants are O=C1CCC(=O)N1Br, O=C(OOC(=O)c1ccccc1)c1ccccc1, Cc1cccc(C#N)c1Cl, ClC(Cl)(Cl)Cl. Product: N#Cc1cccc(C=O)c1Cl. RXN SMILES: [Br:11][N:12]1[C:13](=[O:15])[CH2:16][CH2:17][C:18]1=[O:14].[C:19]([O:20][O:21][C:22](=[O:23])[c:24]1[cH:25][cH:26][cH:27][cH:28][cH:29]1)(=[O:30])[c:31]1[cH:32][cH:33][cH:34][cH:35][cH:36]1.[C:1](#[N:2])[c:3]1[c:4]([Cl:10])[c:5]([CH3:9])[cH:6][cH:7][cH:8]1.[C:37]([Cl:38])([Cl:39])([Cl:40])[Cl:41]>>[C:1](#[N:2])[c:3]1[c:4]([Cl:10])[c:5]([CH:9]=[O:14])[cH:6][cH:7][cH:8]1. Reactants: [H-].[Na+] (sodium hydride), ice water, ClCC=C(C)Cl (1,3-dichloro-2-butene), ClC1=C(C=C2CC(C(C2=C1Cl)=O)CCC)OC (6,7-Dichloro-2,3-dihydro-5-methoxy-2-propyl-1H-inden-1-one). Solvent: CN(C=O)C (dimethylformamide), C1(=CC=CC=C1)C (toluene), C1(=CC=CC=C1)C (toluene), C1(=CC=CC=C1)C (toluene). Run at temperature 30 celsius, time 0.5 hour. Product: ClC1=C(C=C2CC(C(C2=C1Cl)=O)(CCC)CC=C(C)Cl)OC (6,7-Dichloro-2-(3-chloro-2-butenyl)-2,3-dihydro-5-methoxy-2-propyl-1H-inden-1-one). Yield: 80.2%. RXN SMILES: [Cl:1][C:2]1[C:10]([Cl:11])=[C:9]2[C:5]([CH2:6][CH:7]([CH2:13][CH2:14][CH3:15])[C:8]2=[O:12])=[CH:4][C:3]=1[O:16][CH3:17].[H-].[Na+].Cl[CH2:21][CH:22]=[C:23]([Cl:25])[CH3:24]>C1(C)C=CC=CC=1.CN(C)C=O>[Cl:1][C:2]1[C:10]([Cl:11])=[C:9]2[C:5]([CH2:6][C:7]([CH2:21][CH:22]=[C:23]([Cl:25])[CH3:24])([CH2:13][CH2:14][CH3:15])[C:8]2=[O:12])=[CH:4][C:3]=1[O:16][CH3:17] |f:1.2|. Procedure: 6,7-Dichloro-2,3-dihydro-5-methoxy-2-propyl-1H-inden-1-one (13.66 g, 0.05 mole) dissolved in toluene (80 ml) was added over 15 minutes with stirring under N2 to a suspension of 56% sodium hydride (2.36 g, 0.055M) in dimethylformamide (65 ml) and toluene (15 ml) at 25°. The mixture was stirred without external heat for 11/2 hours, at 50° C. for 1/2 hour and then cooled to 30° C. A solution of 1,3-dichloro-2-butene (7.81 g, 0.0625 mole) in toluene (10 ml) was added, and the mixture was heated at 5...